Dataset: the Open Reaction Database (ORD), a public repository of structured organic reaction records. Task: describe an organic reaction: reactants, conditions, products, and yield The reactants are COC(=O)C(=O)c1ccc(OCCOC2CCCCC2)cc1, CO, [Na+], [OH-]. The product is O=C(O)C(=O)c1ccc(OCCOC2CCCCC2)cc1. As a reaction SMILES: [CH3:1][O:2][C:3]([C:4]([c:5]1[cH:6][cH:7][c:8]([O:11][CH2:12][CH2:13][O:14][CH:15]2[CH2:16][CH2:17][CH2:18][CH2:19][CH2:20]2)[cH:9][cH:10]1)=[O:21])=[O:22].[CH3:23][OH:24].[Na+:26].[OH-:25]>>[O:2]=[C:3]([C:4]([c:5]1[cH:6][cH:7][c:8]([O:11][CH2:12][CH2:13][O:14][CH:15]2[CH2:16][CH2:17][CH2:18][CH2:19][CH2:20]2)[cH:9][cH:10]1)=[O:21])[OH:22]. The reactants are TEA, ClC(Cl)(OC(OC(Cl)(Cl)Cl)=O)Cl (triphosgene), NC1=NC=CC(=C1)OC1=CC=C2CCC(CC2=C1)C(=O)NC1=CC(=CC=C1)C(C)(C)C (7-[(2-aminopyridin-4-yl)oxy]-N-(3-tert-butylphenyl)-1,2,3,4-tetrahydronaphthalene-2-carboxamide). Solvent: C1CCOC1 (THF), C1CCOC1 (THF). Run at temperature 0 celsius. The product is C(C)(C)(C)C=1C=C(C=CC1)NC(=O)C1CC2=CC(=CC=C2CC1)OC1=CC(=NC=C1)N=C=O (N-(3-tert-butylphenyl)-7-[(2-isocyanatopyridin-4-yl)oxy]-1,2,3,4-tetrahydronaphthalene-2-carboxamide). Isolated yield 113.2%. As a reaction SMILES: Cl[C:2](Cl)([O:4]C(=O)OC(Cl)(Cl)Cl)Cl.[NH2:13][C:14]1[CH:19]=[C:18]([O:20][C:21]2[CH:30]=[C:29]3[C:24]([CH2:25][CH2:26][CH:27]([C:31]([NH:33][C:34]4[CH:39]=[CH:38][CH:37]=[C:36]([C:40]([CH3:43])([CH3:42])[CH3:41])[CH:35]=4)=[O:32])[CH2:28]3)=[CH:23][CH:22]=2)[CH:17]=[CH:16][N:15]=1>C1COCC1>[C:40]([C:36]1[CH:35]=[C:34]([NH:33][C:31]([CH:27]2[CH2:26][CH2:25][C:24]3[C:29](=[CH:30][C:21]([O:20][C:18]4[CH:17]=[CH:16][N:15]=[C:14]([N:13]=[C:2]=[O:4])[CH:19]=4)=[CH:22][CH:23]=3)[CH2:28]2)=[O:32])[CH:39]=[CH:38][CH:37]=1)([CH3:43])([CH3:42])[CH3:41]. Procedure details: A solution of triphosgene (304 mg, 1.02 mmol) in THF (15 mL) was cooled to 0° C. To this solution was added TEA (0.74 mL, 5.32 mmol). A solution of 7-[(2-aminopyridin-4-yl)oxy]-N-(3-tert-butylphenyl)-1,2,3,4-tetrahydronaphthalene-2-carboxamide (850 mg, 2.04 mmol) in THF (6 mL) was added dropwise to the reaction mixture over the 20 min. The reaction mixture was allowed to stir at 0° C. and then to warm to rt and stir for 1 h. The reaction mixture was filtered and the filtrate was evaporated. The ... The solvent is O (water). Starting materials: C(C=CC1=CC=CC=C1)=NNC(=S)N (cinnamaldehyde thiosemicarbazone), ferric ammonium sulfate dodecahydrate. Reported procedure: A mixture of 70.0 g (0.35 m) of cinnamaldehyde thiosemicarbazone and 56.0 g (1.16 m) of ferric ammonium sulfate dodecahydrate was pulverized with a mortar and pestle and added portionwise to 1400 ml of hot water. The mixture was stirred at 60°-100° C. for 11/4 hr., during which time the color of the mixture changed from yellow-orange to dark red and much of the solid material went into solution. The mixture was filtered hot to yield 54.5 g of a brown granular product. The mother liquors were coo... Run at time 4 hour. As a reaction SMILES: [CH:1](=[N:10][NH:11][C:12]([NH2:14])=[S:13])[CH:2]=[CH:3][C:4]1[CH:9]=[CH:8][CH:7]=[CH:6][CH:5]=1>O>[NH2:14][C:12]1[S:13][C:1]([CH:2]=[CH:3][C:4]2[CH:9]=[CH:8][CH:7]=[CH:6][CH:5]=2)=[N:10][N:11]=1. Yields the product NC1=NN=C(S1)C=CC1=CC=CC=C1 (β-(5-Amino-1,3,4-Thiadiazol-2-yl)Styrene). The yield is 78.6%. The reactants are resultant solution, C1(=CC=CC=C1)CC(=O)N1C=2C3=C(C=NC2CCC1)C=CC=C3 (1-(phenylacetyl)-1,2,3,4-tetrahydrobenzo[c]-1,5-naphthyridine), B (borane). The solvent is O1CCCC1 (tetrahydrofuran), O1CCCC1 (tetrahydrofuran). Conditions: time 24 hour. The product is C1(=CC=CC=C1)CCN1C=2C3=C(C=NC2CCC1)C=CC=C3 (1-(2-Phenylethyl)-1,2,3,4-tetrahydrobenzo[c]-1,5-naphthyridine). The yield is 39.4%. Reaction SMILES: [C:1]1([CH2:7][C:8]([N:10]2[CH2:19][CH2:18][CH2:17][C:16]3[N:15]=[CH:14][C:13]4[CH:20]=[CH:21][CH:22]=[CH:23][C:12]=4[C:11]2=3)=O)[CH:6]=[CH:5][CH:4]=[CH:3][CH:2]=1.B>O1CCCC1>[C:1]1([CH2:7][CH2:8][N:10]2[CH2:19][CH2:18][CH2:17][C:16]3[N:15]=[CH:14][C:13]4[CH:20]=[CH:21][CH:22]=[CH:23][C:12]=4[C:11]2=3)[CH:2]=[CH:3][CH:4]=[CH:5][CH:6]=1. Procedure: A stirred solution of 1-(phenylacetyl)-1,2,3,4-tetrahydrobenzo[c]-1,5-naphthyridine (5.11 g) in sieve dried tetrahydrofuran (300 ml) was treated rapidly with 1M borane in tetrahydrofuran (68 ml). The resultant solution was stirred overnight under a nitrogen atmosphere with exclusion of moisture and thereafer allowed to stand 24 hours. The reaction was quenched by dropwise addition of 10% sodium hydroxide solution (60 ml) and then concentrated to remove the tetrahydrofuran. The oil-aqueous phase ... The product is CCOC(=O)c1ccc(N2CCN(c3ccc(C(=O)Nc4cc(F)cc(I)c4)cn3)CC2)cc1. Starting materials: CCOC(=O)c1ccc(N2CCNCC2)cc1, CCOC(=O)c1ccc(N2CCN(c3ccc(C(=O)Nc4ccc(C)c(I)c4)cn3)CC2)cc1, O=C(Nc1cc(F)cc(I)c1)c1ccc(Cl)nc1. RXN SMILES: [CH2:19]([CH3:20])[O:21][C:22]([c:23]1[cH:24][cH:25][c:26]([N:29]2[CH2:30][CH2:31][NH:32][CH2:33][CH2:34]2)[cH:27][cH:28]1)=[O:35].[CH2:36]([O:37][C:38](=[O:39])[c:40]1[cH:41][cH:42][c:43]([N:44]2[CH2:45][CH2:46][N:47]([c:48]3[cH:49][cH:50][c:51]([C:52](=[O:53])[NH:54][c:55]4[cH:56][cH:57][c:58]([CH3:59])[c:60]([I:61])[cH:62]4)[cH:63][n:64]3)[CH2:65][CH2:66]2)[cH:67][cH:68]1)[CH3:69].[Cl:1][c:2]1[n:3][cH:4][c:5]([C:6](=[O:7])[NH:8][c:9]2[cH:10][c:11]([F:16])[cH:12][c:13]([I:15])[cH:14]2)[cH:17][cH:18]1>>[c:2]1([N:32]2[CH2:31][CH2:30][N:29]([c:26]3[cH:25][cH:24][c:23]([C:22]([O:21][CH2:19][CH3:20])=[O:35])[cH:28][cH:27]3)[CH2:34][CH2:33]2)[n:3][cH:4][c:5]([C:6](=[O:7])[NH:8][c:9]2[cH:10][c:11]([F:16])[cH:12][c:13]([I:15])[cH:14]2)[cH:17][cH:18]1. The reactants are C(C)OC(=O)C=1NC=CC1 (1H-pyrrole-2-carboxylic acid ethyl ester), ice water, C1(CCCC1)C(=O)Cl (cyclopentanecarbonyl chloride), [Cl-].[Al+3].[Cl-].[Cl-] (aluminum chloride). Solvent: C(Cl)Cl (DCM), C(Cl)Cl (DCM). Run at temperature 2.5 celsius, time 15 minute. The product is C(C)OC(=O)C=1NC=C(C1)C(=O)C1CCCC1 (4-Cyclopentanecarbonyl-1-H-pyrrole-2-carboxylic acid ethyl ester). Reaction SMILES: [CH:1]1([C:6](Cl)=[O:7])[CH2:5][CH2:4][CH2:3][CH2:2]1.[Cl-].[Al+3].[Cl-].[Cl-].[CH2:13]([O:15][C:16]([C:18]1[NH:19][CH:20]=[CH:21][CH:22]=1)=[O:17])[CH3:14]>C(Cl)Cl>[CH2:13]([O:15][C:16]([C:18]1[NH:19][CH:20]=[C:21]([C:6]([CH:1]2[CH2:5][CH2:4][CH2:3][CH2:2]2)=[O:7])[CH:22]=1)=[O:17])[CH3:14] |f:1.2.3.4|. Reported procedure: A mixture of cyclopentanecarbonyl chloride and aluminum chloride in dry DCM were stirred in an inert atmosphere at 0-5° C. for 15 minutes. To this, a solution of 1H-pyrrole-2-carboxylic acid ethyl ester in dry DCM was added drop wise under stirring at 0-5° C., stirred further at room temperature for 4 hrs. After completion of reaction, the reaction mixture was poured into ice water and extracted with DCM, DCM layer was washed with 1N NaOH followed by water and brine. The organic layer was dried ... Starting materials: COC(=O)C=1SC=C(C1Cl)CC#N (2-Methoxycarbonyl-3-chloro-4-cyanomethylthiophene), solution. Solvent: C1CCOC1 (THF), C1CCOC1 (THF), C1CCOC1 (THF). Conditions: time 16 hour. Yields the product COC(=O)C=1SC=C(C1Cl)CCN (2-methoxycarbonyl-3-chloro-4-(2-aminoethyl)thiophene). RXN SMILES: [CH3:1][O:2][C:3]([C:5]1[S:6][CH:7]=[C:8]([CH2:11][C:12]#[N:13])[C:9]=1[Cl:10])=[O:4]>C1COCC1>[CH3:1][O:2][C:3]([C:5]1[S:6][CH:7]=[C:8]([CH2:11][CH2:12][NH2:13])[C:9]=1[Cl:10])=[O:4]. Procedure details: 2-Methoxycarbonyl-3-chloro-4-cyanomethylthiophene (2 g, 9.27 mmol) was dissolved in THF (100 mL) and BH3 -THF (18.6 mL of a 1 M solution in THF, 18.6 mmol) was added. After stirring for 16 hours at ambient temperature, the reaction was quenched with water followed by 1 M NaOH. Potassium carbonate was added to afford two layers. The organic layer was separated and concentrated in vacuo to afford 2-methoxycarbonyl-3-chloro-4-(2-aminoethyl)thiophene. The reactants are C(=O)(OC(C)(C)C)N1CC(CC1)=O (N-Boc-3-pyrrolidinone), O=C[C@H](O)[C@@H](O)[C@H](O)[C@H](O)CO (D-glucose), C1=CC(=C[N+](=C1)[C@H]2[C@@H]([C@@H]([C@H](O2)COP(=O)(O)OP(=O)(O)OC[C@@H]3[C@H]([C@H]([C@@H](O3)N4C=NC5=C4N=CN=C5N)O)O)O)O)C(=O)N (NAD+), N[C@H](C)C(=O)O (D-alanine), CC1=C(C(=C(C=N1)COP(=O)(O)O)C=O)O (pyridoxal phosphate), [OH-].[Na+] (sodium hydroxide), C(=O)(OC(C)(C)C)N1CC(CC1)=O (N-Boc-3-pyrrolidinone), O=C[C@H](O)[C@@H](O)[C@H](O)[C@H](O)CO (D-glucose), N[C@H](C)C(=O)O (D-alanine), CC1=C(C(=C(C=N1)COP(=O)(O)O)C=O)O (pyridoxal phosphate), aqueous solution, resultant product. Yields the product C(=O)(OC(C)(C)C)N1C[C@@H](CC1)N ((R)—N-Boc-3-aminopyrrolidine). Reaction SMILES: [C:1]([N:8]1[CH2:12][CH2:11][C:10](=O)[CH2:9]1)([O:3][C:4]([CH3:7])([CH3:6])[CH3:5])=[O:2].O=C[C@@H]([C@H]([C@@H]([C@@H](CO)O)O)O)O.C1C=[N+:30]([C@@H]2O[C@H](COP(OP(OC[C@H]3O[C@@H](N4C5N=CN=C(N)C=5N=C4)[C@H](O)[C@@H]3O)(O)=O)(O)=O)[C@@H](O)[C@H]2O)C=C(C(N)=O)C=1.N[C@@H](C(O)=O)C.CC1N=CC(COP(O)(O)=O)=C(C=O)C=1O.[OH-].[Na+]>>[C:1]([N:8]1[CH2:12][CH2:11][C@@H:10]([NH2:30])[CH2:9]1)([O:3][C:4]([CH3:7])([CH3:6])[CH3:5])=[O:2] |f:5.6|. Procedure: To a flask containing 0.5 g of a substrate N-Boc-3-pyrrolidinone, 0.73 g of D-glucose, 4 mg of NAD+, 1.44 g of D-alanine, and 3.3 mg of pyridoxal phosphate, a culture fluid of the recombinant E. coli HB101 (pNTASPAG), obtained in Example 11, which expresses TAS, PALDH, and GDH was added so that total volume was 25 ml. The resultant product was stirred at 30° C. while being adjusted to a pH of 6.8 by drippage of 5 N aqueous solution of sodium hydroxide. After nine hours in reaction, 0.25 g of N-B... Reactants: C(C)(C)(C)C=1C=C2C=NN(C(C2=C(C1)F)=O)C1=C(C=O)C(=CC=N1)C1=CN(C(C(=C1)NC1=NN2C(CN(C(C2)=O)C(C)C)=C1)=O)C (2-(6-tert-Butyl-8-fluoro-1-oxophthalazin-2(1H)-yl)-4-(5-(5-isopropyl-6-oxo-4,5,6,7-tetrahydropyrazolo[1,5-a]pyrazin-2-ylamino)-1-methyl-6-oxo-1,6-dihydropyridin-3-yl)nicotinaldehyde), [BH4-].[Na+] (NaBH4). Solvent: CO (methanol). Run at time 1 hour. Yields the product C(C)(C)(C)C=1C=C2C=NN(C(C2=C(C1)F)=O)C1=NC=CC(=C1CO)C1=CN(C(C(=C1)NC1=NN2C(CN(C(C2)=O)C(C)C)=C1)=O)C (6-tert-Butyl-8-fluoro-2-(3-(hydroxymethyl)-4-(5-(5-isopropyl-6-oxo-4,5,6,7-tetrahydropyrazolo[1,5-a]pyrazin-2-ylamino)-1-methyl-6-oxo-1,6-dihydropyridin-3-yl)pyridin-2-yl)phthalazin-1(2H)-one). Yield: 57.0%. RXN SMILES: [C:1]([C:5]1[CH:6]=[C:7]2[C:12](=[C:13]([F:15])[CH:14]=1)[C:11](=[O:16])[N:10]([C:17]1[N:24]=[CH:23][CH:22]=[C:21]([C:25]3[CH:30]=[C:29]([NH:31][C:32]4[CH:44]=[C:35]5[CH2:36][N:37]([CH:41]([CH3:43])[CH3:42])[C:38](=[O:40])[CH2:39][N:34]5[N:33]=4)[C:28](=[O:45])[N:27]([CH3:46])[CH:26]=3)[C:18]=1[CH:19]=[O:20])[N:9]=[CH:8]2)([CH3:4])([CH3:3])[CH3:2].[BH4-].[Na+]>CO>[C:1]([C:5]1[CH:6]=[C:7]2[C:12](=[C:13]([F:15])[CH:14]=1)[C:11](=[O:16])[N:10]([C:17]1[C:18]([CH2:19][OH:20])=[C:21]([C:25]3[CH:30]=[C:29]([NH:31][C:32]4[CH:44]=[C:35]5[CH2:36][N:37]([CH:41]([CH3:42])[CH3:43])[C:38](=[O:40])[CH2:39][N:34]5[N:33]=4)[C:28](=[O:45])[N:27]([CH3:46])[CH:26]=3)[CH:22]=[CH:23][N:24]=1)[N:9]=[CH:8]2)([CH3:2])([CH3:4])[CH3:3] |f:1.2|. Procedure: A 25-mL single-neck round-bottomed flask was charged with 151h (90 mg, 0.14 mmol), NaBH4 (18 mg, 0.42 mmol), and methanol (5 mL). The mixture was stirred at room temperature for 1 h and concentrated under reduced pressure. To the resulting residue was added water (10 mL) and the mixture was extracted with dichloromethane (3×15 mL). The combined organic layer was concentrated under reduced pressure. The residue was purified by reverse-phase prep-HPLC to afford 151 (50 mg, 55%). MS-ESI: [M+H]+ 626...